Dataset: the Open Reaction Database (ORD), a public repository of structured organic reaction records. Task: describe an organic reaction: reactants, conditions, products, and yield The reactants are CC(=O)OCC1=C(c2ccccc2)C(=O)OC(C)(C)O1, O=C([O-])[O-], CO, [K+], [K+]. Product: CC1(C)OC(=O)C(c2ccccc2)=C(CO)O1. RXN SMILES: [C:1](=[O:2])([CH3:3])[O:4][CH2:5][C:6]1=[C:7]([c:15]2[cH:16][cH:17][cH:18][cH:19][cH:20]2)[C:8](=[O:14])[O:9][C:10]([CH3:12])([CH3:13])[O:11]1.[C:21](=[O:22])([O-:23])[O-:24].[CH3:27][OH:28].[K+:25].[K+:26]>>[OH:4][CH2:5][C:6]1=[C:7]([c:15]2[cH:16][cH:17][cH:18][cH:19][cH:20]2)[C:8](=[O:14])[O:9][C:10]([CH3:12])([CH3:13])[O:11]1.